Dataset: the Open Reaction Database (ORD), a public repository of structured organic reaction records. Task: describe an organic reaction: reactants, conditions, products, and yield The reactants are FC1=CC=C(C=C1)C(O)(C1CCNCC1)C1=CC=C(C=C1)F (α,α-bis-(p-fluorophenyl)-4-piperidinemethanol), ClCCC1CN(C(O1)=O)CC1=CC=CC=C1 (5-(2-chloroethyl)-3-benzyl-2-oxazolidinone), C([O-])([O-])=O.[Na+].[Na+] (sodium carbonate), [I-].[K+] (potassium iodide), oxalate salt. The solvent is C(CCC)O (1-butanol). Product: C(C(=O)O)(=O)O.FC1=CC=C(C=C1)C(C1CCN(CC1)CCC1CN(C(O1)=O)CC1=CC=CC=C1)(O)C1=CC=C(C=C1)F (5-[2-[4-[Bis(4-fluorophenyl)hydroxymethyl]-1-piperidinyl]ethyl]-3-phenylmethyl-2-oxazolidinone oxalate). Yield: 150.9%. Reaction SMILES: [F:1][C:2]1[CH:7]=[CH:6][C:5]([C:8]([C:16]2[CH:21]=[CH:20][C:19]([F:22])=[CH:18][CH:17]=2)([CH:10]2[CH2:15][CH2:14][NH:13][CH2:12][CH2:11]2)[OH:9])=[CH:4][CH:3]=1.Cl[CH2:24][CH2:25][CH:26]1[O:30][C:29](=[O:31])[N:28]([CH2:32][C:33]2[CH:38]=[CH:37][CH:36]=[CH:35][CH:34]=2)[CH2:27]1.[C:39](=O)([O-:41])[O-:40].[Na+].[Na+].[I-].[K+]>C(O)CCC>[C:39]([OH:41])(=[O:40])[C:29]([OH:30])=[O:31].[F:1][C:2]1[CH:7]=[CH:6][C:5]([C:8]([C:16]2[CH:17]=[CH:18][C:19]([F:22])=[CH:20][CH:21]=2)([OH:9])[CH:10]2[CH2:11][CH2:12][N:13]([CH2:24][CH2:25][CH:26]3[O:30][C:29](=[O:31])[N:28]([CH2:32][C:33]4[CH:38]=[CH:37][CH:36]=[CH:35][CH:34]=4)[CH2:27]3)[CH2:14][CH2:15]2)=[CH:4][CH:3]=1 |f:2.3.4,5.6,8.9|. Procedure: This compound was prepared according to the procedure of Example 1. A mixture of 9.1 g (0.03 mole) of α,α-bis-(p-fluorophenyl)-4-piperidinemethanol, 7.2 g (0.03 mole) of 5-(2-chloroethyl)-3-benzyl-2-oxazolidinone, 10.6 g (0.1 mole) of anhydrous sodium carbonate and 0.4 g of potassium iodide in 175 ml of 1-butanol gave a gum as residue. The gum was converted to the oxalate salt and the solid was recrystallized from 2-methoxyethanol-water to yield 13.5 g (75%) of white solid, m.p. 234°-235° C., wi... Reactants: CC(C)(C)OC(=O)N1C(CC(C)(C)C(=O)OCc2ccccc2)COC1(C)C, CCOC(C)=O. Yields the product CC(C)(C)OC(=O)N1C(CC(C)(C)C(=O)O)COC1(C)C. Reaction SMILES: [C:1]([CH3:2])([CH3:3])([CH3:4])[O:5][C:6](=[O:7])[N:8]1[C:9]([CH3:27])([CH3:28])[O:10][CH2:11][CH:12]1[CH2:13][C:14]([CH3:15])([CH3:16])[C:17](=[O:18])[O:19][CH2:20][c:21]1[cH:22][cH:23][cH:24][cH:25][cH:26]1.[CH3:29][CH2:30][O:31][C:32](=[O:33])[CH3:34]>>[C:1]([CH3:2])([CH3:3])([CH3:4])[O:5][C:6](=[O:7])[N:8]1[C:9]([CH3:27])([CH3:28])[O:10][CH2:11][CH:12]1[CH2:13][C:14]([CH3:15])([CH3:16])[C:17](=[O:18])[OH:19]. Starting materials: Cl, NO, [Na+], O=C([O-])O, C1CCOC1, O=C(Cl)C=Cc1cccc(S(=O)(=O)Nc2ccc3ccccc3c2)c1. Product: O=C(C=Cc1cccc(S(=O)(=O)Nc2ccc3ccccc3c2)c1)NO. RXN SMILES: [ClH:1].[NH2:2][OH:3].[Na+:8].[O-:4][C:5]([OH:6])=[O:7].[O:34]1[CH2:35][CH2:36][CH2:37][CH2:38]1.[cH:9]1[c:10]([NH:19][S:20](=[O:21])(=[O:22])[c:23]2[cH:24][c:25]([CH:29]=[CH:30][C:31](=[O:32])[Cl:33])[cH:26][cH:27][cH:28]2)[cH:11][cH:12][c:13]2[cH:14][cH:15][cH:16][cH:17][c:18]12>>[NH:2]([OH:3])[C:31]([CH:30]=[CH:29][c:25]1[cH:24][c:23]([S:20]([NH:19][c:10]2[cH:9][c:18]3[c:13]([cH:12][cH:11]2)[cH:14][cH:15][cH:16][cH:17]3)(=[O:21])=[O:22])[cH:28][cH:27][cH:26]1)=[O:32]. The reactants are [H-].[Na+] (sodium hydride), ClC1=CC=C(N=N1)C=1C=C(C=CC1)NC(C)=O (N-[3-(6-chloro-3-pyridazinyl)phenyl]acetamide), O (water), CI (methyl iodide). Run in O1CCCC1 (tetrahydrofuran). Reaction conditions: time 0.5 hour. Yields the product CN(C(C)=O)C1=CC(=CC=C1)C=1N=NC(=CC1)Cl (N-Methyl-N[3-(6-chloro-3-pyridazinyl)phenyl]acetamide). As a reaction SMILES: [H-].[Na+].[Cl:3][C:4]1[N:9]=[N:8][C:7]([C:10]2[CH:11]=[C:12]([NH:16][C:17](=[O:19])[CH3:18])[CH:13]=[CH:14][CH:15]=2)=[CH:6][CH:5]=1.[CH3:20]I.O>O1CCCC1>[CH3:20][N:16]([C:12]1[CH:13]=[CH:14][CH:15]=[C:10]([C:7]2[N:8]=[N:9][C:4]([Cl:3])=[CH:5][CH:6]=2)[CH:11]=1)[C:17](=[O:19])[CH3:18] |f:0.1|. Procedure: To a solution of 3.0 g of sodium hydride (50% dispersion in oil) in 300 ml of anhydrous tetrahydrofuran under argon was added 14.0 g of N-[3-(6-chloro-3-pyridazinyl)phenyl]acetamide. The solution was stirred for 0.5 hours, then 3.9 ml of methyl iodide was added. After stirring for 2 hours, the solution was poured onto 400 ml of water and extracted with 100 ml portions of dichloromethane. The combined extracts were dried, concentrated in vacuo and chromatographed on hydrated magnesium silicate wi... Reactants: CCOC(=O)C(F)(F)Br, CS(C)=O, Ic1ccc2ncccc2c1, [K+], [K+], O=C([O-])[O-]. Yields the product CCOC(=O)C(F)(F)c1ccc2ncccc2c1. Reaction SMILES: [CH2:12]([CH3:13])[O:14][C:15]([C:16]([F:17])([F:18])[Br:19])=[O:20].[CH3:27][S:28]([CH3:29])=[O:30].[I:1][c:2]1[cH:3][c:4]2[cH:5][cH:6][cH:7][n:8][c:9]2[cH:10][cH:11]1.[K+:21].[K+:22].[O-:23][C:24]([O-:25])=[O:26]>>[c:2]1([C:16]([C:15]([O:14][CH2:12][CH3:13])=[O:20])([F:17])[F:18])[cH:3][c:4]2[cH:5][cH:6][cH:7][n:8][c:9]2[cH:10][cH:11]1. Starting materials: CC12CCC(C(=Cc3ccc(CBr)cc3)C1=O)C2(C)C, Cc1ccccc1, CCCCCCCCO, [H-], [H][H], [Na+], O. Product: CCCCCCCCOCc1ccc(C=C2C(=O)C3(C)CCC2C3(C)C)cc1. Reaction SMILES: [Br:14][CH2:15][c:16]1[cH:17][cH:18][c:19]([CH:20]=[C:21]2[C:22](=[O:31])[C:23]3([CH3:30])[CH2:24][CH2:25][CH:26]2[C:27]3([CH3:28])[CH3:29])[cH:32][cH:33]1.[CH3:34][c:35]1[cH:36][cH:37][cH:38][cH:39][cH:40]1.[CH3:3][CH2:4][CH2:5][CH2:6][CH2:7][CH2:8][CH2:9][CH2:10][OH:11].[H-:1].[H:12][H:13].[Na+:2].[OH2:41]>>[CH3:3][CH2:4][CH2:5][CH2:6][CH2:7][CH2:8][CH2:9][CH2:10][O:11][CH2:15][c:16]1[cH:17][cH:18][c:19]([CH:20]=[C:21]2[C:22](=[O:31])[C:23]3([CH3:30])[CH2:24][CH2:25][CH:26]2[C:27]3([CH3:28])[CH3:29])[cH:32][cH:33]1. Starting materials: O (water), CC(C(=O)O)C1=CC2=C(OCC3=C(C2=O)C=CC=C3)C=C1 (6,11-dihydro-α-methyl-11-oxodibenz[b,e]oxepin-2-acetic acid), C(=O)([O-])[O-].[K+].[K+] (K2CO3), BrCC(=O)OCC1=CC=CC=C1 (benzyl bromoacetate). The solvent is CN(C=O)C (dimethylformamide). Reaction conditions: temperature 50 celsius, time 8 hour. Yields the product CC1C2=C(C(C3=C(O1)C=CC(=C3)CC(=O)OCC(=O)OCC3=CC=CC=C3)=O)C=CC=C2 ((±)-2-Phenylmethoxy-2-oxoethyl 6,11-dihydro-6-methyl-11-oxodibenz[b,e]oxepin-2-acetate). Yield: 125.3%. RXN SMILES: C[CH:2]([C:6]1[CH:21]=[CH:20][C:9]2[O:10][CH2:11][C:12]3[CH:19]=[CH:18][CH:17]=[CH:16][C:13]=3[C:14](=[O:15])[C:8]=2[CH:7]=1)[C:3]([OH:5])=[O:4].[C:22]([O-])([O-])=O.[K+].[K+].Br[CH2:29][C:30]([O:32][CH2:33][C:34]1[CH:39]=[CH:38][CH:37]=[CH:36][CH:35]=1)=[O:31].O>CN(C)C=O>[CH3:22][CH:11]1[O:10][C:9]2[CH:20]=[CH:21][C:6]([CH2:2][C:3]([O:5][CH2:29][C:30]([O:32][CH2:33][C:34]3[CH:39]=[CH:38][CH:37]=[CH:36][CH:35]=3)=[O:31])=[O:4])=[CH:7][C:8]=2[C:14](=[O:15])[C:13]2[CH:16]=[CH:17][CH:18]=[CH:19][C:12]1=2 |f:1.2.3|. Procedure: A mixture of 7.09 g (0.025 m) of 6,11-dihydro-α-methyl-11-oxodibenz[b,e]oxepin-2-acetic acid, and 2.59 g (0.0188 m) of anhydrous K2CO3 in 70 ml of dimethylformamide was warmed at 50° C. for one hour in an atmosphere of nitrogen. To this mixture 6.32 g (0.276 m) of benzyl bromoacetate was added dropwise and the mixture was held at 50° C. overnight (about 16 hours). The reaction mixture was poured into water and extracted with ether. The ether extract was washed with 5% NaHCO3, dried over Na2SO4, ... Reactants: FC(C(=O)O)(F)F (trifluoroacetic acid), P(=O)(OC(C)(C)C)(OC(C)(C)C)OCN1/C(/SC=C1)=N/S(=O)(=O)C1=CC(=C(C=C1)OC1=C(C=C(C=C1)Cl)C1=CC=NN1C)C#N (Di-tert-butyl [(2Z)-2-[({4-[4-chloro-2-(1-methyl-1H-pyrazol-5-yl)phenoxy]-3-cyanophenyl}sulfonyl)imino]-1,3-thiazol-3(2H)-yl]methyl phosphate), FC(C(=O)O)(F)F (trifluoroacetic acid). The solvent is ClCCl (dichloromethane), C(C)O (ethanol), CO (methanol), C(C)(=O)OCC (ethyl acetate). Conditions: time 3 hour. Yields the product P(=O)(OCN1/C(/SC=C1)=N/S(=O)(=O)C1=CC(=C(C=C1)OC1=C(C=C(C=C1)Cl)C1=CC=NN1C)C#N)(O)O ([(2Z)-2-[({4-[4-Chloro-2-(1-methyl-1H-pyrazol-5-yl)phenoxy]-3-cyanophenyl}sulfonyl)imino]-1,3-thiazol-3(2H)-yl]methyl dihydrogen phosphate). RXN SMILES: [P:1]([O:13][CH2:14][N:15]1[CH:19]=[CH:18][S:17]/[C:16]/1=[N:20]\[S:21]([C:24]1[CH:29]=[CH:28][C:27]([O:30][C:31]2[CH:36]=[CH:35][C:34]([Cl:37])=[CH:33][C:32]=2[C:38]2[N:42]([CH3:43])[N:41]=[CH:40][CH:39]=2)=[C:26]([C:44]#[N:45])[CH:25]=1)(=[O:23])=[O:22])([O:8]C(C)(C)C)([O:3]C(C)(C)C)=[O:2].FC(F)(F)C(O)=O>C(OCC)(=O)C.ClCCl.C(O)C.CO>[P:1]([OH:8])([OH:3])([O:13][CH2:14][N:15]1[CH:19]=[CH:18][S:17]/[C:16]/1=[N:20]\[S:21]([C:24]1[CH:29]=[CH:28][C:27]([O:30][C:31]2[CH:36]=[CH:35][C:34]([Cl:37])=[CH:33][C:32]=2[C:38]2[N:42]([CH3:43])[N:41]=[CH:40][CH:39]=2)=[C:26]([C:44]#[N:45])[CH:25]=1)(=[O:22])=[O:23])=[O:2]. Reported procedure: Di-tert-butyl [(2Z)-2-[({4-[4-chloro-2-(1-methyl-1H-pyrazol-5-yl)phenoxy]-3-cyanophenyl}sulfonyl)imino]-1,3-thiazol-3(2H)-yl]methyl phosphate, (Example 1040, 250 mg, 0.00036 mol) was dissolved in ethyl acetate (10 mL) and then trifluoroacetic acid (1 mL) was added. The solution was stirred at room temperature for 3 hours, then a further portion of trifluoroacetic acid (2 mL) was added and stirred at room temperature for 18 hours. The solvents were removed in vacuo and the residue was partitioned... Starting materials: C(C)(C)(C)[SiH2]OC([C@H]1[C@@H](CNC1)CN(S(=O)(=O)C1=CC=CC=C1)CC(C)C)(C)C (N-[(3S*,4S*)-4-(tert-butyl-dimethyl-silanyloxymethyl)-pyrrolidin-3-ylmethyl]-N-isobutyl-benzenesulfonamide), CC#N.O (CH3CN H2O), CC#N.O (CH3CN H2O), CC#N (CH3CN). Run in O (H2O). The product is OC[C@H]1[C@@H](CNC1)CN(S(=O)(=O)C1=CC=CC=C1)CC(C)C (N-((3S*,4S*)-4-Hydroxymethyl-pyrrolidin-3-ylmethyl)-N-isobutyl-benzenesulfonamide). As a reaction SMILES: C([SiH2][O:6][C:7](C)(C)[C@@H:8]1[CH2:12][NH:11][CH2:10][C@H:9]1[CH2:13][N:14]([CH2:24][CH:25]([CH3:27])[CH3:26])[S:15]([C:18]1[CH:23]=[CH:22][CH:21]=[CH:20][CH:19]=1)(=[O:17])=[O:16])(C)(C)C.CC#N.O.CC#N>O>[OH:6][CH2:7][C@@H:8]1[CH2:12][NH:11][CH2:10][C@H:9]1[CH2:13][N:14]([CH2:24][CH:25]([CH3:27])[CH3:26])[S:15]([C:18]1[CH:23]=[CH:22][CH:21]=[CH:20][CH:19]=1)(=[O:17])=[O:16] |f:1.2|. Procedure details: The title compound is prepared as described above for Example 9/step H (Scheme 5) from N-[(3S*,4S*)-4-(tert-butyl-dimethyl-silanyloxymethyl)-pyrrolidin-3-ylmethyl]-N-isobutyl-benzenesulfonamide. MS (LC-MS): 327.1 [M-Boc+H]+; tR (HPLC, Waters Symmetry C18 column, 20-95% CH3CN/H2O/3.5 min, 95% CH3CN/H2O, 2 min, CH3CN and H2O containing 0.1% TFA, flow: 0.6 mL/min): 4.17 min.